This data is from the Open Reaction Database (ORD), a public repository of structured organic reaction records. The task is: describe an organic reaction: reactants, conditions, products, and yield Reactants: CN, O=C(OCc1ccccc1)c1cc(Cl)cc(OCCCON2C(=O)c3ccccc3C2=O)c1, C1CCOC1. Yields the product NOCCCOc1cc(Cl)cc(C(=O)OCc2ccccc2)c1. RXN SMILES: [CH3:34][NH2:35].[O:1]=[C:2]1[N:3]([O:12][CH2:13][CH2:14][CH2:15][O:16][c:17]2[cH:18][c:19]([Cl:33])[cH:20][c:21]([C:22](=[O:23])[O:24][CH2:25][c:26]3[cH:27][cH:28][cH:29][cH:30][cH:31]3)[cH:32]2)[C:10](=[O:11])[c:5]2[c:4]1[cH:9][cH:8][cH:7][cH:6]2.[O:36]1[CH2:37][CH2:38][CH2:39][CH2:40]1>>[NH2:3][O:12][CH2:13][CH2:14][CH2:15][O:16][c:17]1[cH:18][c:19]([Cl:33])[cH:20][c:21]([C:22](=[O:23])[O:24][CH2:25][c:26]2[cH:27][cH:28][cH:29][cH:30][cH:31]2)[cH:32]1. The reactants are C(C)(C)N(CC)C(C)C (Diisopropylethylamine), [N+](=O)([O-])C1=CC=C(C=C1)S(=O)(=O)N1CCC(CC1)N (1-(4-nitro-benzenesulfonyl)-piperidin-4-ylamine), C(C=C)(=O)Cl (acryloyl chloride). The solvent is C(Cl)Cl (DCM). Run at time 3 hour. Product: [N+](=O)([O-])C1=CC=C(C=C1)S(=O)(=O)N1CCC(CC1)NC(C=C)=O (N-[1-(4-Nitro-benzenesulfonyl)-piperidin-4-yl]-acrylamide). Isolated yield 99.4%. RXN SMILES: C(N(C(C)C)CC)(C)C.[N+:10]([C:13]1[CH:18]=[CH:17][C:16]([S:19]([N:22]2[CH2:27][CH2:26][CH:25]([NH2:28])[CH2:24][CH2:23]2)(=[O:21])=[O:20])=[CH:15][CH:14]=1)([O-:12])=[O:11].[C:29](Cl)(=[O:32])[CH:30]=[CH2:31]>C(Cl)Cl>[N+:10]([C:13]1[CH:14]=[CH:15][C:16]([S:19]([N:22]2[CH2:23][CH2:24][CH:25]([NH:28][C:29](=[O:32])[CH:30]=[CH2:31])[CH2:26][CH2:27]2)(=[O:20])=[O:21])=[CH:17][CH:18]=1)([O-:12])=[O:11]. Procedure: Diisopropylethylamine (6.8 ml, 41.5 mmol) was added in one portion to a stirred solution of 1-(4-nitro-benzenesulfonyl)-piperidin-4-ylamine (2.36 g, 8.3 mmol) in DCM (10 ml) followed by the drop wise addition of acryloyl chloride (0.78 ml, 9.1 mmol) and the mixture was stirred at room temperature under a nitrogen atmosphere for 3 hours. After this time the resulting precipitate was collected by filtration, washed with water and dried under vacuum to give the title compound (2.80 g, 98% yield) as...